Dataset: the Open Reaction Database (ORD), a public repository of structured organic reaction records. Task: describe an organic reaction: reactants, conditions, products, and yield Starting materials: CCOC(=O)COC12CC3CC(CC(C3)C1)C2, CCO, [K+], [OH-], O. Product: O=C(O)COC12CC3CC(CC(C3)C1)C2. As a reaction SMILES: [CH2:1]([CH3:2])[O:3][C:4]([CH2:5][O:6][C:7]12[CH2:8][CH:9]3[CH2:10][CH:11]([CH2:12][CH:13]([CH2:14]1)[CH2:15]3)[CH2:16]2)=[O:17].[CH2:20]([OH:21])[CH3:22].[K+:19].[OH-:18].[OH2:23]>>[O:3]=[C:4]([CH2:5][O:6][C:7]12[CH2:8][CH:9]3[CH2:10][CH:11]([CH2:12][CH:13]([CH2:14]1)[CH2:15]3)[CH2:16]2)[OH:17].